The task is: describe an organic reaction: reactants, conditions, products, and yield. This data is from the Open Reaction Database (ORD), a public repository of structured organic reaction records. Starting materials: COC1=C(C=2CCCCC2C=C1)C([C@H](NC=O)C(=O)O)O (3-(2-methoxy-5, 6, 7, 8-tetrahydronaphth-1-yl)-N-formylserine), COC(N(C)C)OC (N,N-dimethylformamide dimethyl acetal). Run in C(Cl)(Cl)Cl (chloroform). Yields the product C(=O)N/C=C/C1=C(C=CC=2CCCCC12)OC ((E)-1-(N-formylaminovinyl)-2-methoxy-5, 6, 7, 8-tetrahydronaphthalene). The yield is 85.0%. Reaction SMILES: [CH3:1][O:2][C:3]1[CH:12]=[CH:11][C:10]2[CH2:9][CH2:8][CH2:7][CH2:6][C:5]=2[C:4]=1[CH:13](O)[C@@H:14](C(O)=O)[NH:15][CH:16]=[O:17].COC(OC)N(C)C>C(Cl)(Cl)Cl>[CH:16]([NH:15]/[CH:14]=[CH:13]/[C:4]1[C:5]2[CH2:6][CH2:7][CH2:8][CH2:9][C:10]=2[CH:11]=[CH:12][C:3]=1[O:2][CH3:1])=[O:17]. Reported procedure: A solution of 3-(2-methoxy-5, 6, 7, 8-tetrahydronaphth-1-yl)-N-formylserine (2930 mg, 10 mmol) and N,N-dimethylformamide dimethyl acetal (7100 mg, 60 mmol) in dry chloroform (50 ml) is heated at reflux temperature for 2 hrs. The reaction mixture is evaporated under vacuum, the residue dissolved in chloroform and filtered through a silica gel column. The eluateis evaporated under vacuum to give almost pure title compound in 85% yield (1970 mg). Starting materials: [BH4-], O=CO, [Na+], CC(NC(=O)C=Cc1ccccc1)c1ccc2c(c1)CCCN2. Product: CC(NC(=O)C=Cc1ccccc1)c1ccc2c(c1)CCCN2C. RXN SMILES: [BH4-:24].[CH:26]([OH:27])=[O:28].[Na+:25].[c:1]1([CH:7]=[CH:8][C:9](=[O:10])[NH:11][CH:12]([CH3:13])[c:14]2[cH:15][c:16]3[c:21]([cH:22][cH:23]2)[NH:20][CH2:19][CH2:18][CH2:17]3)[cH:2][cH:3][cH:4][cH:5][cH:6]1>>[c:1]1([CH:7]=[CH:8][C:9](=[O:10])[NH:11][CH:12]([CH3:13])[c:14]2[cH:15][c:16]3[c:21]([cH:22][cH:23]2)[N:20]([CH3:26])[CH2:19][CH2:18][CH2:17]3)[cH:2][cH:3][cH:4][cH:5][cH:6]1. The reactants are Cc1cc(Nc2cc(Br)cn(C)c2=O)n[nH]1, CI, [H-], [Na+], CN(C)C=O, O. The product is Cc1cc(Nc2cc(Br)cn(C)c2=O)nn1C. Reaction SMILES: [Br:1][c:2]1[cH:3][c:4]([NH:10][c:11]2[n:12][nH:13][c:14]([CH3:16])[cH:15]2)[c:5](=[O:9])[n:6]([CH3:8])[cH:7]1.[CH3:19][I:20].[H-:18].[Na+:17].[O:22]=[CH:23][N:24]([CH3:25])[CH3:26].[OH2:21]>>[Br:1][c:2]1[cH:3][c:4]([NH:10][c:11]2[n:12][n:13]([CH3:19])[c:14]([CH3:16])[cH:15]2)[c:5](=[O:9])[n:6]([CH3:8])[cH:7]1. Reactants: COC(=O)[C@H]1CN(C(O1)=O)C1=CC2=C(N(C(CO2)=O)C)C=C1 ((5R)-3-(3,4-dihydro-4-methyl-3-oxo-2H-1,4-benzoxazin-7-yl)-2-oxo-5-oxazolidinecarboxylic acid methyl ester), N (NH3). Run in CCOCC (ether), CO (MeOH), CO (MeOH). Run at time 16 hour. The product is CN1C(COC2=C1C=CC(=C2)N2C(O[C@H](C2)C(=O)N)=O)=O ((5R)-3-(3,4-dihydro-4-methyl-3-oxo-2H-1,4-benzoxazin-7-yl)-2-oxo-5-oxazolidinecarboxamide). Isolated yield 81.0%. As a reaction SMILES: C[O:2][C:3]([C@@H:5]1[O:9][C:8](=[O:10])[N:7]([C:11]2[CH:22]=[CH:21][C:14]3[N:15]([CH3:20])[C:16](=[O:19])[CH2:17][O:18][C:13]=3[CH:12]=2)[CH2:6]1)=O.[NH3:23]>CO.CCOCC>[CH3:20][N:15]1[C:14]2[CH:21]=[CH:22][C:11]([N:7]3[CH2:6][C@H:5]([C:3]([NH2:23])=[O:2])[O:9][C:8]3=[O:10])=[CH:12][C:13]=2[O:18][CH2:17][C:16]1=[O:19]. Procedure: To a stirred solution of (5R)-3-(3,4-dihydro-4-methyl-3-oxo-2H-1,4-benzoxazin-7-yl)-2-oxo-oxazolidine-5-carboxylic acid methyl ester (Step 2, 2.41 g, 7.87 mmol) in MeOH (25 mL) is added 2M NH3 in MeOH (25 mL, 50 mmol). The resulting clear solution becomes turbid after −10 min. This mixture is stirred for 16 h at which time the reaction is diluted with ether (20 mL) and the resulting white solid filtered off. This white solid is washed with several portion of ether (50 mL) and dried under high va... Starting materials: ice water, FC(C1=C(C=O)C=CC=C1)(F)F (o-Trifluoromethyl benzaldehyde), C(C)(=O)NCC(=O)O (N-acetylglycine), C(C)(=O)[O-].[Na+] (sodium acetate). The solvent is C(C)(=O)OC(C)=O (acetic anhydride). Product: CC=1OC(C(N1)=CC1=C(C=CC=C1)C(F)(F)F)=O (2-Methyl-4-(2-trifluoromethyl-benzylidene)-4H-oxazol-5-one). Reaction SMILES: [F:1][C:2]([F:12])([F:11])[C:3]1[CH:10]=[CH:9][CH:8]=[CH:7][C:4]=1[CH:5]=O.[C:13]([NH:16][CH2:17][C:18]([OH:20])=[O:19])(=O)[CH3:14].C([O-])(=O)C.[Na+]>C(OC(=O)C)(=O)C>[CH3:14][C:13]1[O:20][C:18](=[O:19])[C:17](=[CH:5][C:4]2[CH:7]=[CH:8][CH:9]=[CH:10][C:3]=2[C:2]([F:12])([F:11])[F:1])[N:16]=1 |f:2.3|. Reported procedure: 20 g o-Trifluoromethyl benzaldehyde, 60 g N-acetylglycine and 12 g sodium acetate were stirred in 68.2 g acetic anhydride at 80° C. for 22 hrs. The mixture was poured into 100 ml ice water, the precipitate filtered off and washed with water. Yield 35 g of wet crude product, used without further purification fort the next step. Reactants: ice, ferrous sulfate heptahydrate, Cl (hydrochloric acid), [N+](=O)([O-])C1=CC=C(CCN)C=C1 (p-nitrophenethylamine), C1([C@H]2[C@@H](C(=O)O1)CC=CC2)=O (cis-1,2,3,6-tetrahydrophthalic anhydride), three, [OH-].[NH4+] (ammonium hydroxide), [OH-].[NH4+] (ammonium hydroxide). Run in O (water), C1(=CC=CC=C1)C (toluene). Conditions: time 16 hour. Yields the product C1([C@H]2[C@@H](C(N1CCC1=CC=C(N)C=C1)=O)CC=CC2)=O (4-(cis-1,2,3,6-tetrahydrophthalimidoethyl)aniline). Reaction SMILES: [N+:1]([C:4]1[CH:12]=[CH:11][C:7]([CH2:8][CH2:9][NH2:10])=[CH:6][CH:5]=1)([O-])=O.[C:13]1(=O)[O:18][C:16](=[O:17])[C@H:15]2[CH2:19][CH:20]=[CH:21][CH2:22][C@@H:14]12.Cl.[OH-].[NH4+]>C1(C)C=CC=CC=1.O>[C:13]1(=[O:18])[N:10]([CH2:9][CH2:8][C:7]2[CH:11]=[CH:12][C:4]([NH2:1])=[CH:5][CH:6]=2)[C:16](=[O:17])[C@H:15]2[CH2:19][CH:20]=[CH:21][CH2:22][C@@H:14]12 |f:3.4|. Reported procedure: 16.6 g of p-nitrophenethylamine and 15.1 g of cis-1,2,3,6-tetrahydrophthalic anhydride are heated under reflux in 300 ml of toluene, with stirring and a water trap, for 16 hours. This mixture is cooled and take to dryness by warming under reduced pressure. The residue is transferred to a flask containing 500 ml of water, 270 g ferrous sulfate heptahydrate and 1.3 ml concentrated hydrochloric acid. Steam is delivered to the mixture. When the temperature reaches 90° C., 75 ml of concentrated ammon...